Dataset: the Open Reaction Database (ORD), a public repository of structured organic reaction records. Task: describe an organic reaction: reactants, conditions, products, and yield Starting materials: C(C)OC(=O)N1N=C(C2=CC=C(C=C12)Br)O (6-bromo-3-hydroxy-indazole-1-carboxylic acid ethyl ester), C(C)OC(=O)N1N=C(C2=C(C=CC=C12)Br)OC (4-Bromo-3-methoxy-indazole-1-carboxylic acid ethyl ester). Yields the product C(C)OC(=O)N1N=C(C2=CC(=CC=C12)Br)OC (5-Bromo-3-methoxy-indazole-1-carboxylic acid ethyl ester). RXN SMILES: C(OC(N1C2C(=CC=C([Br:15])C=2)C(O)=N1)=O)C.[CH2:17]([O:19][C:20]([N:22]1[C:30]2[C:25](=[C:26](Br)[CH:27]=[CH:28][CH:29]=2)[C:24]([O:32][CH3:33])=[N:23]1)=[O:21])[CH3:18]>>[CH2:17]([O:19][C:20]([N:22]1[C:30]2[C:25](=[CH:26][C:27]([Br:15])=[CH:28][CH:29]=2)[C:24]([O:32][CH3:33])=[N:23]1)=[O:21])[CH3:18]. Procedure details: 5-Bromo-3-methoxy-indazole-1-carboxylic acid ethyl ester CCXXXVI was prepared from 6-bromo-3-hydroxy-indazole-1-carboxylic acid ethyl ester using the procedure described for preparation of 4-Bromo-3-methoxy-indazole-1-carboxylic acid ethyl ester CLXXXV (Example 37).